From a dataset of the Open Reaction Database (ORD), a public repository of structured organic reaction records. describe an organic reaction: reactants, conditions, products, and yield The reactants are CC(C)(C)OC(=O)Nc1ccc(-c2nc(N3CCOCC3)cc(C(C)(C)S(C)(=O)=O)n2)cc1, ClCCl, O=C(O)C(F)(F)F. Yields the product CC(C)(c1cc(N2CCOCC2)nc(-c2ccc(N)cc2)n1)S(C)(=O)=O. RXN SMILES: [CH3:1][C:2]([CH3:3])([S:4](=[O:5])(=[O:6])[CH3:7])[c:8]1[n:9][c:10](-[c:20]2[cH:21][cH:22][c:23]([NH:26][C:27](=[O:28])[O:29][C:30]([CH3:31])([CH3:32])[CH3:33])[cH:24][cH:25]2)[n:11][c:12]([N:14]2[CH2:15][CH2:16][O:17][CH2:18][CH2:19]2)[cH:13]1.[Cl:41][CH2:42][Cl:43].[OH:34][C:35]([C:36]([F:37])([F:38])[F:39])=[O:40]>>[CH3:1][C:2]([CH3:3])([S:4](=[O:5])(=[O:6])[CH3:7])[c:8]1[n:9][c:10](-[c:20]2[cH:21][cH:22][c:23]([NH2:26])[cH:24][cH:25]2)[n:11][c:12]([N:14]2[CH2:15][CH2:16][O:17][CH2:18][CH2:19]2)[cH:13]1. The reactants are CS(=O)(=O)O[C@H](CNC(=O)OCC1=CC=CC=C1)COC1=CC=C(C=C1)C#N ((1R)-2-{[(Benzyloxy)carbonyl]amino}-1-[(4-cyanophenoxy)methyl]ethyl Methanesulfonate), CCOCC (ether), [OH-].[Na+] (NaOH). The reagents and catalysts are S(=O)(=O)(O)[O-].C(CCC)[N+](CCCC)(CCCC)CCCC (tetrabutylammonium hydrogensulfate). Solvent: C(Cl)Cl (DCM), O (water), O (water). Yields the product C(#N)C1=CC=C(OC[C@H]2N(C2)C(=O)OCC2=CC=CC=C2)C=C1 (Benzyl (2S)-2-[(4-Cyanophenoxy)methyl]-1-aziridinecarboxylate). Yield: 69.0%. Reaction SMILES: [OH-].[Na+].CS(O[C@@H:8]([CH2:21][O:22][C:23]1[CH:28]=[CH:27][C:26]([C:29]#[N:30])=[CH:25][CH:24]=1)[CH2:9][NH:10][C:11]([O:13][CH2:14][C:15]1[CH:20]=[CH:19][CH:18]=[CH:17][CH:16]=1)=[O:12])(=O)=O.CCOCC>O.S([O-])(O)(=O)=O.C([N+](CCCC)(CCCC)CCCC)CCC.C(Cl)Cl>[C:29]([C:26]1[CH:27]=[CH:28][C:23]([O:22][CH2:21][C@@H:8]2[CH2:9][N:10]2[C:11]([O:13][CH2:14][C:15]2[CH:20]=[CH:19][CH:18]=[CH:17][CH:16]=2)=[O:12])=[CH:24][CH:25]=1)#[N:30] |f:0.1,5.6|. Procedure: A solution of NaOH in water (11 mL of 50 wt. %) was added under vigorous stirring to a solution of (1R)-2-{[(benzyloxy)carbonyl]amino}-1-[(4-cyanophenoxy)-methyl]ethyl methanesulfonate (see step (iv) above; 5.7 g, 14.1 mmol) and tetrabutylammonium hydrogensulfate (0.6 g, 1.7 mmol) in DCM (34 mL). The mixture was stirred for 1 h before water (200 mL) and ether (200 mL) were added. The organic phase was washed with water and then dried. The solvents were evaporated and the resulting residue was pu... The reactants are COc1ccc(NC(=O)OC(C)(C)C)c(C)c1, C1CCCCC1, C1CCOC1, CCC(=O)N(C)OC, [Li]C(C)CC. Product: CCC(=O)Cc1cc(OC)ccc1NC(=O)OC(C)(C)C. Reaction SMILES: [C:12]([CH3:13])([CH3:14])([CH3:15])[O:16][C:17](=[O:18])[NH:19][c:20]1[c:21]([CH3:28])[cH:22][c:23]([O:26][CH3:27])[cH:24][cH:25]1.[CH2:1]1[CH2:2][CH2:3][CH2:4][CH2:5][CH2:6]1.[CH2:37]1[O:38][CH2:39][CH2:40][CH2:41]1.[CH3:29][O:30][N:31]([C:32]([CH2:33][CH3:34])=[O:35])[CH3:36].[CH:7]([Li:8])([CH2:9][CH3:10])[CH3:11]>>[C:12]([CH3:13])([CH3:14])([CH3:15])[O:16][C:17](=[O:18])[NH:19][c:20]1[c:21]([CH2:28][C:32]([CH2:33][CH3:34])=[O:35])[cH:22][c:23]([O:26][CH3:27])[cH:24][cH:25]1. Starting materials: O=C(O)Cc1c([N+](=O)[O-])ccc2c1OC(CNCc1ccccc1)CO2, CO, O, [Pt], Cc1ccc(S(=O)(=O)O)cc1. Yields the product O=C1Cc2c(ccc3c2OC(CNCc2ccccc2)CO3)N1, Cc1ccc(S(=O)(=O)O)cc1. Reaction SMILES: [CH2:1]([c:2]1[cH:3][cH:4][cH:5][cH:6][cH:7]1)[NH:8][CH2:9][CH:10]1[O:11][c:12]2[c:13]([cH:16][cH:17][c:18]([N+:24]([O-:23])=[O:25])[c:19]2[CH2:20][C:21](=[O:22])[OH:26])[O:14][CH2:15]1.[CH3:40][OH:41].[OH2:27].[Pt:39].[c:28]1([CH3:38])[cH:29][cH:30][c:31]([S:34](=[O:35])(=[O:36])[OH:37])[cH:32][cH:33]1>>[CH2:1]([c:2]1[cH:3][cH:4][cH:5][cH:6][cH:7]1)[NH:8][CH2:9][CH:10]1[O:11][c:12]2[c:13]([cH:16][cH:17][c:18]3[c:19]2[CH2:20][C:21](=[O:22])[NH:24]3)[O:14][CH2:15]1.[c:28]1([CH3:38])[cH:29][cH:30][c:31]([S:34](=[O:35])(=[O:36])[OH:37])[cH:32][cH:33]1. Starting materials: C(C)(=O)OCC (ethyl acetate), COC(CCO)C (3-methoxybutane-1-ol), TEA, FC(C1=C(C=CC=C1)S(=O)(=O)Cl)(F)F (o-(trifluoromethyl)benzenesulfonyl chloride). The solvent is hexanes, C(Cl)Cl (CH2Cl2), C(Cl)Cl (CH2Cl2). Run at time 2 hour. Product: FC(C1=C(C=CC=C1)S(=O)(=O)OCCC(C)OC)(F)F (3-Methoxybutyl 2-(trifluoromethyl)benzenesulfonate). Yield: 54.4%. As a reaction SMILES: [CH3:1][O:2][CH:3]([CH3:7])[CH2:4][CH2:5][OH:6].[F:8][C:9]([F:21])([F:20])[C:10]1[CH:15]=[CH:14][CH:13]=[CH:12][C:11]=1[S:16](Cl)(=[O:18])=[O:17].C(OCC)(=O)C>C(Cl)Cl>[F:21][C:9]([F:8])([F:20])[C:10]1[CH:15]=[CH:14][CH:13]=[CH:12][C:11]=1[S:16]([O:6][CH2:5][CH2:4][CH:3]([O:2][CH3:1])[CH3:7])(=[O:17])=[O:18]. Procedure: To a solution of 3-methoxybutane-1-ol (0.63 g, 6.0 mmol) and TEA (0.42 g, 4.1 mmol), in CH2Cl2 (5 mL) was added o-(trifluoromethyl)benzenesulfonyl chloride (0.50 g, 2.0 mmol). The solution was stirred at rt for 2 h. The reaction mixture was diluted with CH2Cl2 (15 mL) and washed with 1 M HCl (3×15 mL), saturated aqueous NaHCO3 (1×15 mL) and saturated aqueous NaCl (1×15 mL). The organics were dried over Na2SO4 and concentrated to give a crude mixture. Silica gel chromatography with ethyl acetate ... The reactants are Cl.C(C)OC(=O)C=1C=C2CN(C(=NC2=CC1)C)CC1=C(C=C(C=C1)Cl)Cl (6-(Ethoxycarbonyl)-3-(2,4-dichlorobenzyl)-3,4-dihydro-2-methylquinazoline hydrochloride), [OH-].[Na+] (sodium hydroxide), Cl (hydrochloric acid). Run in C(C)O (ethanol). Reaction conditions: temperature 60 celsius, time 1 hour. Product: Cl.C(=O)(O)C=1C=C2CN(C(=NC2=CC1)C)CC1=C(C=C(C=C1)Cl)Cl (6-Carboxy-3-(2,4-dichlorobenzyl)-3,4-dihydro-2-methylquinazoline hydrochloride). Yield: 129.4%. Reaction SMILES: Cl.C([O:4][C:5]([C:7]1[CH:8]=[C:9]2[C:14](=[CH:15][CH:16]=1)[N:13]=[C:12]([CH3:17])[N:11]([CH2:18][C:19]1[CH:24]=[CH:23][C:22]([Cl:25])=[CH:21][C:20]=1[Cl:26])[CH2:10]2)=[O:6])C.[OH-].[Na+].Cl>C(O)C>[ClH:25].[C:5]([C:7]1[CH:8]=[C:9]2[C:14](=[CH:15][CH:16]=1)[N:13]=[C:12]([CH3:17])[N:11]([CH2:18][C:19]1[CH:24]=[CH:23][C:22]([Cl:25])=[CH:21][C:20]=1[Cl:26])[CH2:10]2)([OH:6])=[O:4] |f:0.1,2.3,6.7|. Reported procedure: 6-(Ethoxycarbonyl)-3-(2,4-dichlorobenzyl)-3,4-dihydro-2-methylquinazoline hydrochloride (0.68 g) in a mixture of a 10% aqueous sodium hydroxide solution (5 ml) and ethanol (10 ml) was stirred at 60° C. for 1 hr. After standing cool the reaction mixture, concentrated hydrochloric acid (5 ml) was added and the precipitate was collected by filtration. The precipitated was washed with toluene and 2-propanol and dried to give the objective compound (0.41 g) as white crystals. Starting materials: O=C([O-])C(O)C(O)C(=O)[O-], CCCCC1COC(c2ccc(C#N)cc2)OC1, CC(C)C[Al+]CC(C)C, Cc1ccccc1, [H-], [K+], [Na+]. Product: CCCCC1COC(c2ccc(C=O)cc2)OC1. Reaction SMILES: [C:29](=[O:30])([CH:31]([CH:32]([C:33]([O-:34])=[O:35])[OH:36])[OH:37])[O-:38].[CH2:1]([CH2:2][CH2:3][CH3:4])[CH:5]1[CH2:6][O:7][CH:8]([c:11]2[cH:12][cH:13][c:14]([C:15]#[N:16])[cH:17][cH:18]2)[O:9][CH2:10]1.[CH2:20]([Al+:21][CH2:22][CH:23]([CH3:24])[CH3:25])[CH:26]([CH3:27])[CH3:28].[CH3:41][c:42]1[cH:43][cH:44][cH:45][cH:46][cH:47]1.[H-:19].[K+:40].[Na+:39]>>[CH2:1]([CH2:2][CH2:3][CH3:4])[CH:5]1[CH2:6][O:7][CH:8]([c:11]2[cH:12][cH:13][c:14]([CH:15]=[O:30])[cH:17][cH:18]2)[O:9][CH2:10]1. The reactants are [Br-], C1CCOC1, CC(C)CC[Mg+], CON(C)C(=O)c1ccc(C(F)(F)F)cc1. The product is CC(C)CCC(=O)c1ccc(C(F)(F)F)cc1. RXN SMILES: [Br-:17].[CH2:24]1[O:25][CH2:26][CH2:27][CH2:28]1.[CH3:18][CH:19]([CH2:20][CH2:21][Mg+:22])[CH3:23].[CH3:1][O:2][N:3]([C:4]([c:5]1[cH:6][cH:7][c:8]([C:11]([F:12])([F:13])[F:14])[cH:9][cH:10]1)=[O:15])[CH3:16]>>[C:4]([c:5]1[cH:6][cH:7][c:8]([C:11]([F:12])([F:13])[F:14])[cH:9][cH:10]1)(=[O:15])[CH2:21][CH2:20][CH:19]([CH3:18])[CH3:23].